From a dataset of the Open Reaction Database (ORD), a public repository of structured organic reaction records. describe an organic reaction: reactants, conditions, products, and yield Reactants: ClCCl, Nc1cccnc1N1CCN(C(=O)c2ccc(C(=O)O)cn2)CC1, NCCO, C1CCOC1, On1nnc2ccccc21. The product is Nc1cccnc1N1CCN(C(=O)c2ccc(C(=O)NCCO)cn2)CC1. As a reaction SMILES: [CH2:44]([Cl:45])[Cl:46].[NH2:1][c:2]1[c:3]([N:8]2[CH2:9][CH2:10][N:11]([C:14](=[O:15])[c:16]3[n:17][cH:18][c:19]([C:20](=[O:21])[OH:22])[cH:23][cH:24]3)[CH2:12][CH2:13]2)[n:4][cH:5][cH:6][cH:7]1.[NH2:40][CH2:41][CH2:42][OH:43].[O:25]1[CH2:26][CH2:27][CH2:28][CH2:29]1.[OH:30][n:31]1[c:32]2[cH:33][cH:34][cH:35][cH:36][c:37]2[n:38][n:39]1>>[NH2:1][c:2]1[c:3]([N:8]2[CH2:9][CH2:10][N:11]([C:14](=[O:15])[c:16]3[n:17][cH:18][c:19]([C:20](=[O:21])[NH:40][CH2:41][CH2:42][OH:43])[cH:23][cH:24]3)[CH2:12][CH2:13]2)[n:4][cH:5][cH:6][cH:7]1. The reactants are O=Cc1cc(Br)cs1, C1CCOC1, C1COCCN1, CCOC(C)=O. Product: Brc1csc(CN2CCOCC2)c1. As a reaction SMILES: [Br:1][c:2]1[cH:3][c:4]([CH:7]=[O:8])[s:5][cH:6]1.[CH2:21]1[O:22][CH2:23][CH2:24][CH2:25]1.[CH2:9]1[CH2:10][O:11][CH2:12][CH2:13][NH:14]1.[CH3:15][CH2:16][O:17][C:18](=[O:19])[CH3:20]>>[Br:1][c:2]1[cH:3][c:4]([CH2:7][N:14]2[CH2:9][CH2:10][O:11][CH2:12][CH2:13]2)[s:5][cH:6]1. The reactants are CCCO.CCCO.CCCO.CCCO.[Zr] (Zirconium n-propoxide), O=C1C(O)=C(O)[C@H](O1)[C@@H](O)CO (ascorbic acid), O=C1C(O)=C(O)[C@H](O1)[C@@H](O)CO (Ascorbic acid). Run in CO (methanol), CO (methanol). Run at time 30 minute. The product is O=C1C(O)=C([O-])[C@H](O1)[C@@H](O)CO.[Zr+4].O=C1C(O)=C([O-])[C@H](O1)[C@@H](O)CO.O=C1C(O)=C([O-])[C@H](O1)[C@@H](O)CO.O=C1C(O)=C([O-])[C@H](O1)[C@@H](O)CO (zirconium ascorbate). RXN SMILES: [O:1]=[C:2]1[O:8][C@H:7]([C@H:9]([CH2:11][OH:12])[OH:10])[C:5]([OH:6])=[C:3]1[OH:4].CCCO.CCCO.CCCO.CCCO.[Zr:29]>CO>[O:1]=[C:2]1[O:8][C@H:7]([C@H:9]([CH2:11][OH:12])[OH:10])[C:5]([O-:6])=[C:3]1[OH:4].[Zr+4:29].[O:1]=[C:2]1[O:8][C@H:7]([C@H:9]([CH2:11][OH:12])[OH:10])[C:5]([O-:6])=[C:3]1[OH:4].[O:1]=[C:2]1[O:8][C@H:7]([C@H:9]([CH2:11][OH:12])[OH:10])[C:5]([O-:6])=[C:3]1[OH:4].[O:1]=[C:2]1[O:8][C@H:7]([C@H:9]([CH2:11][OH:12])[OH:10])[C:5]([O-:6])=[C:3]1[OH:4] |f:1.2.3.4.5,7.8.9.10.11|. Reported procedure: Ascorbic acid (2 g, 0.014 moles) was dissolved in 50 ml of methanol. Zirconium n-propoxide (70% in n-propanol, 2.56 ml, 0.00569 moles) was slowly added to the ascorbic acid:methanol solution. After addition was complete, the mixture was stirred for 30 minutes with some precipitate observed. The methanol was distilled off to yield zirconium ascorbate as a white powder. The powder was dried in a 45° C. oven for 24 hours.